This data is from the Open Reaction Database (ORD), a public repository of structured organic reaction records. The task is: describe an organic reaction: reactants, conditions, products, and yield The reactants are ClC=1C=NC=C(C1NC=1NC2=C(N1)C=C(C1=C2CC(O1)(C)C)C(=O)OC)Cl (methyl 2-[(3,5-dichloropyridin-4-yl)amino]-7,7-dimethyl-7,8-dihydro-1H-furo[3,2-e]benzimidazole-5-carboxylate), FC1=C(C=C(N)C=C1)C(F)(F)F (4-fluoro-3-(trifluoromethyl)aniline), C[Al](C)C (trimethyl aluminium). The solvent is C1(=CC=CC=C1)C (toluene). Yields the product ClC=1C=NC=C(C1NC1=NC2=C(N1)C=1CC(OC1C(=C2)C(=O)NC2=CC(=C(C=C2)F)C(F)(F)F)(C)C)Cl (2-((3,5-Dichloropyridin-4-yl)amino)-N-(4-fluoro-3-(trifluoromethyl)phenyl)-7,7-dimethyl-7,8-dihydro-1H-benzofuro[4,5-d]imidazole-5-carboxamide). Yield: 35.3%. Reaction SMILES: [Cl:1][C:2]1[CH:3]=[N:4][CH:5]=[C:6]([Cl:27])[C:7]=1[NH:8][C:9]1[NH:10][C:11]2[C:17]3[CH2:18][C:19]([CH3:22])([CH3:21])[O:20][C:16]=3[C:15]([C:23]([O:25]C)=O)=[CH:14][C:12]=2[N:13]=1.[F:28][C:29]1[CH:35]=[CH:34][C:32]([NH2:33])=[CH:31][C:30]=1[C:36]([F:39])([F:38])[F:37].C[Al](C)C>C1(C)C=CC=CC=1>[Cl:27][C:6]1[CH:5]=[N:4][CH:3]=[C:2]([Cl:1])[C:7]=1[NH:8][C:9]1[NH:10][C:11]2[C:17]3[CH2:18][C:19]([CH3:22])([CH3:21])[O:20][C:16]=3[C:15]([C:23]([NH:33][C:32]3[CH:34]=[CH:35][C:29]([F:28])=[C:30]([C:36]([F:39])([F:37])[F:38])[CH:31]=3)=[O:25])=[CH:14][C:12]=2[N:13]=1. Procedure details: The title compound was prepared following the procedure described for Example-137 by using methyl 2-[(3,5-dichloropyridin-4-yl)amino]-7,7-dimethyl-7,8-dihydro-1H-furo[3,2-e]benzimidazole-5-carboxylate (Step-1 of Intermediate-3, 0.100 g, 0.245 mmol), 4-fluoro-3-(trifluoromethyl)aniline (0.064 g, 0.357 mmol), trimethyl aluminium (2M solution in toluene) (0.5 mL), dry toluene (5.0 mL) at room temperature to afford 0.048 g of the desired product. 1HNMR (DMSO-d6): δ 1.57 (s, 6H), 3.06 (s, 2H), 7.24 (... Starting materials: F[B-](F)(F)F, [H+], O=N[O-], Nc1cc2ccccc2cc1C(=O)O, [Na+], O. The product is O=C(O)c1cc2ccccc2cc1F. Reaction SMILES: [F:15][B-:16]([F:17])([F:18])[F:19].[H+:20].[N:21]([O-:22])=[O:23].[NH2:1][c:2]1[c:3]([C:12](=[O:13])[OH:14])[cH:4][c:5]2[cH:6][cH:7][cH:8][cH:9][c:10]2[cH:11]1.[Na+:24].[OH2:25]>>[c:2]1([F:15])[c:3]([C:12](=[O:13])[OH:14])[cH:4][c:5]2[cH:6][cH:7][cH:8][cH:9][c:10]2[cH:11]1. Product: CC1=C(C=CC(N1)=O)C1=CC=CC=C1 (6-METHYL-5-PHENYL-2(1H)-PYRIDONE). Solvent: CC=1C=CC(=CC1)C(C)C (p-cymene). As a reaction SMILES: [CH3:1][C:2]1[NH:7][C:6](=[O:8])[CH2:5][CH2:4][C:3]=1[C:9]1[CH:14]=[CH:13][CH:12]=[CH:11][CH:10]=1>CC1C=CC(C(C)C)=CC=1.[Pd]>[CH3:1][C:2]1[NH:7][C:6](=[O:8])[CH:5]=[CH:4][C:3]=1[C:9]1[CH:14]=[CH:13][CH:12]=[CH:11][CH:10]=1. Reagents/catalysts: [Pd] (palladium). Procedure: 3,4-Dihydro-6-methyl-5-phenyl-2(1H)-pyridone (25.6 grams) and 5% palladium/on carbon (4.9 grams) were refluxed for about 18 hours in 750 ml p-cymene. Since little product formed upon cooling, the reaction mixture was boiled and distilled until a constant temperature of 173° C. was reached. Refluxing continued for 36 hours and then the reaction mixture was filtered hot. Upon cooling, a solid precipitate formed which was collected and washed with ether, yield 13.0 grams, m.p. 201°-208° C. Run at time 36 hour. The reactants are CC1=C(CCC(N1)=O)C1=CC=CC=C1 (3,4-Dihydro-6-methyl-5-phenyl-2(1H)-pyridone).